This data is from the Open Reaction Database (ORD), a public repository of structured organic reaction records. The task is: describe an organic reaction: reactants, conditions, products, and yield Reactants: C(C)(C)(C)OC(NC(C(=O)C1=C(C=C(C=C1)Br)C)C1=CC(=C(C=C1)Cl)Cl)=O (rac-[2-(4-bromo-2-methyl-phenyl)-1-(3,4-dichloro-phenyl)-2-oxo-ethyl]-carbamic acid tert-butyl ester), FC=1C=C(C=NC1)B(O)O (5-fluoropyridine-3-boronic acid). The product is C(C)(C)(C)OC(NC(C(=O)C1=C(C=C(C=C1)C=1C=NC=C(C1)F)C)C1=CC(=C(C=C1)Cl)Cl)=O (rac-[1-(3,4-Dichloro-phenyl)-2-[4-(5-fluoro-pyridin-3-yl)-2-methyl-phenyl]-2-oxo-ethyl]-carbamic acid tert-butyl ester). RXN SMILES: [C:1]([O:5][C:6](=[O:27])[NH:7][CH:8]([C:19]1[CH:24]=[CH:23][C:22]([Cl:25])=[C:21]([Cl:26])[CH:20]=1)[C:9]([C:11]1[CH:16]=[CH:15][C:14](Br)=[CH:13][C:12]=1[CH3:18])=[O:10])([CH3:4])([CH3:3])[CH3:2].[F:28][C:29]1[CH:30]=[C:31](B(O)O)[CH:32]=[N:33][CH:34]=1>>[C:1]([O:5][C:6](=[O:27])[NH:7][CH:8]([C:19]1[CH:24]=[CH:23][C:22]([Cl:25])=[C:21]([Cl:26])[CH:20]=1)[C:9]([C:11]1[CH:16]=[CH:15][C:14]([C:31]2[CH:32]=[N:33][CH:34]=[C:29]([F:28])[CH:30]=2)=[CH:13][C:12]=1[CH3:18])=[O:10])([CH3:4])([CH3:3])[CH3:2]. Reported procedure: The title compound was prepared from rac-[2-(4-bromo-2-methyl-phenyl)-1-(3,4-dichloro-phenyl)-2-oxo-ethyl]-carbamic acid tert-butyl ester and 5-fluoropyridine-3-boronic acid in analogy to Example 1b): MS (ISP): 489.1 and 491.2 (M+H)+.